Dataset: the Open Reaction Database (ORD), a public repository of structured organic reaction records. Task: describe an organic reaction: reactants, conditions, products, and yield The reactants are COC(=O)Cc1cccc(NC(=O)NCC(=O)N2C(C(=O)OC(C)(C)C)CC(S(=O)(=O)c3ccc(Cl)cc3)C2c2ccccc2F)c1, CO, [K+], [OH-], O. Yields the product CC(C)(C)OC(=O)C1CC(S(=O)(=O)c2ccc(Cl)cc2)C(c2ccccc2F)N1C(=O)CNC(=O)Nc1cccc(CC(=O)O)c1. Reaction SMILES: [CH3:1][O:2][C:3](=[O:4])[CH2:5][c:6]1[cH:7][c:8]([NH:12][C:13]([NH:14][CH2:15][C:16](=[O:17])[N:18]2[CH:19]([C:40](=[O:41])[O:42][C:43]([CH3:44])([CH3:45])[CH3:46])[CH2:20][CH:21]([S:30](=[O:31])(=[O:32])[c:33]3[cH:34][cH:35][c:36]([Cl:39])[cH:37][cH:38]3)[CH:22]2[c:23]2[c:24]([F:29])[cH:25][cH:26][cH:27][cH:28]2)=[O:47])[cH:9][cH:10][cH:11]1.[CH3:50][OH:51].[K+:49].[OH-:48].[OH2:52]>>[O:2]=[C:3]([OH:4])[CH2:5][c:6]1[cH:7][c:8]([NH:12][C:13]([NH:14][CH2:15][C:16](=[O:17])[N:18]2[CH:19]([C:40](=[O:41])[O:42][C:43]([CH3:44])([CH3:45])[CH3:46])[CH2:20][CH:21]([S:30](=[O:31])(=[O:32])[c:33]3[cH:34][cH:35][c:36]([Cl:39])[cH:37][cH:38]3)[CH:22]2[c:23]2[c:24]([F:29])[cH:25][cH:26][cH:27][cH:28]2)=[O:47])[cH:9][cH:10][cH:11]1. The reactants are S1C(=NC2=C1C=CC=C2)N(C(=O)C=2C=CC=C1CCN(CC21)C2=CC=C(C(=N2)C(=O)OC(C)(C)C)C=2C=NNC2)COCC[Si](C)(C)C (tert-butyl 6-(8-(benzo[d]thiazol-2-yl-((2-(trimethylsilyl)ethoxy)methyl)carbamoyl)-3,4-dihydroisoquinolin-2(1H)-yl)-3-(1H-pyrazol-4-yl)picolinate), BrCC1=CC(=CC=C1)Cl (1-(bromomethyl)-3-chlorobenzene), C([O-])([O-])=O.[Cs+].[Cs+] (cesium carbonate). Run in CN(C=O)C (N,N-dimethylformamide), C(C)(=O)OCC (ethyl acetate). Conditions: time 3 hour. Product: S1C(=NC2=C1C=CC=C2)NC(=O)C=2C=CC=C1CCN(CC21)C2=CC=C(C(=N2)C(=O)O)C=2C=NN(C2)CC2=CC(=CC=C2)Cl (6-[8-(1,3-benzothiazol-2-ylcarbamoyl)-3,4-dihydroisoquinolin-2(1H)-yl]-3-[1-(3-chlorobenzyl)-1H-pyrazol-4-yl]pyridine-2-carboxylic acid). As a reaction SMILES: [S:1]1[C:5]2[CH:6]=[CH:7][CH:8]=[CH:9][C:4]=2[N:3]=[C:2]1[N:10](COCC[Si](C)(C)C)[C:11]([C:13]1[CH:14]=[CH:15][CH:16]=[C:17]2[C:22]=1[CH2:21][N:20]([C:23]1[N:28]=[C:27]([C:29]([O:31]C(C)(C)C)=[O:30])[C:26]([C:36]3[CH:37]=[N:38][NH:39][CH:40]=3)=[CH:25][CH:24]=1)[CH2:19][CH2:18]2)=[O:12].Br[CH2:50][C:51]1[CH:56]=[CH:55][CH:54]=[C:53]([Cl:57])[CH:52]=1.C(=O)([O-])[O-].[Cs+].[Cs+]>CN(C)C=O.C(OCC)(=O)C>[S:1]1[C:5]2[CH:6]=[CH:7][CH:8]=[CH:9][C:4]=2[N:3]=[C:2]1[NH:10][C:11]([C:13]1[CH:14]=[CH:15][CH:16]=[C:17]2[C:22]=1[CH2:21][N:20]([C:23]1[N:28]=[C:27]([C:29]([OH:31])=[O:30])[C:26]([C:36]3[CH:40]=[N:39][N:38]([CH2:50][C:51]4[CH:56]=[CH:55][CH:54]=[C:53]([Cl:57])[CH:52]=4)[CH:37]=3)=[CH:25][CH:24]=1)[CH2:19][CH2:18]2)=[O:12] |f:2.3.4|. Procedure details: A solution of EXAMPLE 9B (0.178 g), 1-(bromomethyl)-3-chlorobenzene (0.080 g) and cesium carbonate (0.170 g) was stirred together in N,N-dimethylformamide (2 mL) at room temperature. After 3 hours, the reaction was diluted with ethyl acetate (25 mL) and washed with water (20 mL), brine (20 mL), dried over magnesium sulfate, filtered, and concentrated. The residue was dissolved in dichloromethane (1 mL) and treated with TFA (1 mL) and stirred overnight. The mixture was concentrated, dissolved in ... Reactants: O=C1CC(OC2=C1C=CC(=C2CCC)OCCCOC2=CC=CC=C2)(CCC(=O)O)CCC(=O)O (3,4-dihydro-4-oxo-7-(3-phenoxypropoxy)-8-propyl-2H-1-benzopyran-2,2-dipropanoic acid), C1C(O1)CO (glycidol), solution, [OH-].C(C1=CC=CC=C1)[N+](C)(C)C (benzyl-trimethylammonium hydroxide), CO (methanol), C1C(O1)CO (glycidol). Reagents/catalysts: [OH-].C(C1=CC=CC=C1)[N+](C)(C)C (benzyltrimethylammonium hydroxide). Solvent: CN(C=O)C (dimethyl formamide). Run at temperature 70 celsius, time 8 hour. Yields the product O=C1CC(OC2=C1C=CC(=C2CCC)OCCCOC2=CC=CC=C2)(CCC(=O)OCC(CO)O)CCC(=O)OCC(CO)O (bis(2,3-dihydroxypropyl) 3,4-dihydro-4-oxo-7-(3-phenoxypropoxy)-8-propyl-2H-1-benzopyran-2,2-dipropanoate). Reaction SMILES: [O:1]=[C:2]1[C:7]2[CH:8]=[CH:9][C:10]([O:15][CH2:16][CH2:17][CH2:18][O:19][C:20]3[CH:25]=[CH:24][CH:23]=[CH:22][CH:21]=3)=[C:11]([CH2:12][CH2:13][CH3:14])[C:6]=2[O:5][C:4]([CH2:31][CH2:32][C:33]([OH:35])=[O:34])([CH2:26][CH2:27][C:28]([OH:30])=[O:29])[CH2:3]1.[CH2:36]1[O:38][CH:37]1[CH2:39][OH:40].[OH-:41].[CH2:42]([N+](C)(C)C)[C:43]1[CH:48]=CC=CC=1.C[OH:54]>CN(C)C=O.[OH-].C([N+](C)(C)C)C1C=CC=CC=1>[O:1]=[C:2]1[C:7]2[CH:8]=[CH:9][C:10]([O:15][CH2:16][CH2:17][CH2:18][O:19][C:20]3[CH:21]=[CH:22][CH:23]=[CH:24][CH:25]=3)=[C:11]([CH2:12][CH2:13][CH3:14])[C:6]=2[O:5][C:4]([CH2:31][CH2:32][C:33]([O:35][CH2:42][CH:43]([OH:54])[CH2:48][OH:41])=[O:34])([CH2:26][CH2:27][C:28]([O:30][CH2:36][CH:37]([OH:38])[CH2:39][OH:40])=[O:29])[CH2:3]1 |f:2.3,6.7|. Procedure: A mixture of 250 mg (0.515 mmol) of the titled product of Example 17, 153 mg (2.06 mmol) of glycidol, and 9 mg of a 40% solution of benzyl-trimethylammonium hydroxide in methanol in 2.5 ml of dimethyl formamide under argon was stirred overnight at 70° C. After addition of another 153 mg of glycidol and one drop of 40% methanolic benzyltrimethylammonium hydroxide, the temperature was raised to 85°-90° C. with stirring. After stirring for 7 hours, the mixture was permitted to cool and was then par... Starting materials: [Si](C1=CC=CC=C1)(C1=CC=CC=C1)(C(C)(C)C)Cl (Tert-butyldiphenylsilyl chloride), BrC1=CC=C(S1)CO (5-bromo(thiophen-2-yl)methyl alcohol), CN(C=O)C (dimethylformamide), N1C=NC=C1 (imidazole). The solvent is CCOCC (ether). Conditions: time 8 hour. Product: [Si](C1=CC=CC=C1)(C1=CC=CC=C1)(C(C)(C)C)OCC=1SC(=CC1)Br ((5-Bromothiophen-2-yl)methyl tert-butyldiphenylsilyl ether). Reaction SMILES: [Si:1](Cl)([C:14]([CH3:17])([CH3:16])[CH3:15])([C:8]1[CH:13]=[CH:12][CH:11]=[CH:10][CH:9]=1)[C:2]1[CH:7]=[CH:6][CH:5]=[CH:4][CH:3]=1.[Br:19][C:20]1[S:24][C:23]([CH2:25][OH:26])=[CH:22][CH:21]=1.CN(C)C=O.N1C=CN=C1>CCOCC>[Si:1]([O:26][CH2:25][C:23]1[S:24][C:20]([Br:19])=[CH:21][CH:22]=1)([C:14]([CH3:17])([CH3:16])[CH3:15])([C:8]1[CH:13]=[CH:12][CH:11]=[CH:10][CH:9]=1)[C:2]1[CH:7]=[CH:6][CH:5]=[CH:4][CH:3]=1. Reported procedure: Tert-butyldiphenylsilyl chloride (7.8 mL, 30.1 mmol) was added to a solution of 5-bromo(thiophen-2-yl)methyl alcohol (4.9 g, 25.1 mmol) and 9.7 mL of dimethylformamide. The solution was treated with imidazole (4.29 g, 62.8 mmol) and stirred overnight at room temperature. The solution was diluted with ether and washed with 2% aqueous HCl. The layers were separated and the aqueous layer was extracted with ether. The combined organic extracts were washed with brine, and dried (MgSO4), and filtered,... The product is C(C1=CC=CC=C1)OCC=1N(C(=C(N1)C(C)C)SC1=CC(=CC(=C1)Cl)Cl)CC(C)O (2-benzyloxymethyl-5-(3,5-dichlorophenylthio)-1-(2-hydroxypropyl)-4-isopropyl-1H-imidazole). As a reaction SMILES: [C:1]([CH2:4][N:5]1[C:9]([S:10][C:11]2[CH:16]=[C:15]([Cl:17])[CH:14]=[C:13]([Cl:18])[CH:12]=2)=[C:8]([CH:19]([CH3:21])[CH3:20])[N:7]=[C:6]1[CH2:22][O:23][CH2:24][C:25]1[CH:30]=[CH:29][C:28](OC)=[CH:27][CH:26]=1)(=[O:3])[CH3:2].[BH4-].[Na+]>CO>[CH2:24]([O:23][CH2:22][C:6]1[N:5]([CH2:4][CH:1]([OH:3])[CH3:2])[C:9]([S:10][C:11]2[CH:16]=[C:15]([Cl:17])[CH:14]=[C:13]([Cl:18])[CH:12]=2)=[C:8]([CH:19]([CH3:21])[CH3:20])[N:7]=1)[C:25]1[CH:30]=[CH:29][CH:28]=[CH:27][CH:26]=1 |f:1.2|. The solvent is CO (methanol). The reactants are C(C)(=O)CN1C(=NC(=C1SC1=CC(=CC(=C1)Cl)Cl)C(C)C)COCC1=CC=C(C=C1)OC (1-acetylmethyl-5-(3,5-dichlorophenylthio)-4-isopropyl-2-(p-methoxybenzyloxymethyl)-1H-imidazole), [BH4-].[Na+] (sodium borohydride). Procedure: In methanol (5 ml)was dissolved 371 mg (0.8 mmol)of 1-acetylmethyl-2-benzyloxymethyl-5-(3,5-dichlorophenylthio)-4-isopropyl-1H-imidazole (17v"), followed by addition of 38 mg (1.0 mmol)of sodium borohydride with stirring at room temperature, and the mixture was stirred for 1.5 hours. This reaction mixture was concentrated under reduced pressure, and to the residue were added water and methylene chloride to extract. The organic layer was washed with water and was dried over sodium sulfate. The so...